From a dataset of the Open Reaction Database (ORD), a public repository of structured organic reaction records. describe an organic reaction: reactants, conditions, products, and yield Reactants: solid, BrC1=CC(=CC=2C(=C3N(C12)CCNC3=O)C)F (6-bromo-8-fluoro-10-methyl-3,4-dihydro-2H-pyrazino[1,2-a]indol-1-one), BrC1=CC(=CC=2C(=C3N(C12)CCNC3=O)C)F (6-bromo-8-fluoro-10-methyl-3,4-dihydro-2H-pyrazino[1,2-a]indol-1-one), FC=1C=C(C=CC1)B(O)O (3-fluoro-phenylboronic acid). The product is FC1=CC=2C(=C3N(C2C(=C1)C1=CC(=CC=C1)F)CCNC3=O)C (8-Fluoro-6-(3-fluoro-phenyl)-10-methyl-3,4-dihydro-2H-pyrazino[1,2-a]indol-1-one). As a reaction SMILES: Br[C:2]1[C:10]2[N:9]3[CH2:11][CH2:12][NH:13][C:14](=[O:15])[C:8]3=[C:7]([CH3:16])[C:6]=2[CH:5]=[C:4]([F:17])[CH:3]=1.[F:18][C:19]1[CH:20]=[C:21](B(O)O)[CH:22]=[CH:23][CH:24]=1>>[F:17][C:4]1[CH:3]=[C:2]([C:23]2[CH:22]=[CH:21][CH:20]=[C:19]([F:18])[CH:24]=2)[C:10]2[N:9]3[CH2:11][CH2:12][NH:13][C:14](=[O:15])[C:8]3=[C:7]([CH3:16])[C:6]=2[CH:5]=1. Procedure details: The title compound, white solid (61 mg, 78%), MS (ISP) m/z=313.6 [(M+H)+], mp 222° C., was prepared in accordance with the general method of example 1 from 6-bromo-8-fluoro-10-methyl-3,4-dihydro-2H-pyrazino[1,2-a]indol-1-one (intermediate 14) (74.3 mg, 0.25 mmol) and commercially available 3-fluoro-phenylboronic acid (45.5 mg, 0.325 mmol). Starting materials: C(C)N(C(=O)C1=C(C=CC(=C1)C=1C=NN(C1)CCCO)NC1=NC(=NC=C1C(F)(F)F)NC1=C(C=C(CP(OCC)(O)=O)C=C1)OC)CC (Ethyl hydrogen (4-{[4-({2-(diethylcarbamoyl)-4-[1-(3-hydroxypropyl)-1H-pyrazol-4-yl]phenyl}amino)-5-(trifluoromethyl)pyrimidin-2-yl]amino}-3-methoxybenzyl)phosphonate), OCCCN1N=CC(=C1C)C1=CC=C(C(=N1)C(NC)=O)NC1=NC(=NC=C1C(F)(F)F)NC1=C(C=C(CP(OCC)(OCC)=O)C=C1)OC (diethyl (4-{[4-({6-[1-(3-hydroxypropyl)-5-methyl-1H-pyrazol-4-yl]-2-(methylcarbamoyl)pyridin-3-yl}amino)-5-(trifluoromethyl) pyrimidin-2-yl]amino}-3-methoxybenzyl)phosphonate), OCCCN1N=CC(=C1C)C1=CC=C(C(=N1)C(NC)=O)NC1=NC(=NC=C1C(F)(F)F)NC1=C(C=C(CP(OCC)(OCC)=O)C=C1)OC (diethyl (4-{[4-({6-[1-(3-hydroxypropyl)-5-methyl-1H-pyrazol-4-yl]-2-(methylcarbamoyl)pyridin-3-yl}amino)-5-(trifluoromethyl) pyrimidin-2-yl]amino}-3-methoxybenzyl)phosphonate). Yields the product OCCCN1N=CC(=C1C)C1=CC=C(C(=N1)C(NC)=O)NC1=NC(=NC=C1C(F)(F)F)NC1=C(C=C(CP(OCC)(O)=O)C=C1)OC (Ethyl hydrogen (4-{[4-({6-[1-(3-hydroxypropyl)-5-methyl-1H-pyrazol-4-yl]-2-(methylcarbamoyl)pyridin-3-yl}amino)-5-(trifluoromethyl) pyrimidin-2-yl]amino}-3-methoxybenzyl)phosphonate). The yield is 107.2%. As a reaction SMILES: C(N(CC)C(C1C=C(C2C=NN(CCCO)C=2)C=CC=1NC1C(C(F)(F)F)=CN=C(NC2C=CC(CP(=O)(O)OCC)=CC=2OC)N=1)=O)C.[OH:50][CH2:51][CH2:52][CH2:53][N:54]1[C:58]([CH3:59])=[C:57]([C:60]2[N:65]=[C:64]([C:66](=[O:69])[NH:67][CH3:68])[C:63]([NH:70][C:71]3[C:76]([C:77]([F:80])([F:79])[F:78])=[CH:75][N:74]=[C:73]([NH:81][C:82]4[CH:96]=[CH:95][C:85]([CH2:86][P:87](=[O:94])([O:91]CC)[O:88][CH2:89][CH3:90])=[CH:84][C:83]=4[O:97][CH3:98])[N:72]=3)=[CH:62][CH:61]=2)[CH:56]=[N:55]1>>[OH:50][CH2:51][CH2:52][CH2:53][N:54]1[C:58]([CH3:59])=[C:57]([C:60]2[N:65]=[C:64]([C:66](=[O:69])[NH:67][CH3:68])[C:63]([NH:70][C:71]3[C:76]([C:77]([F:80])([F:78])[F:79])=[CH:75][N:74]=[C:73]([NH:81][C:82]4[CH:96]=[CH:95][C:85]([CH2:86][P:87](=[O:91])([OH:94])[O:88][CH2:89][CH3:90])=[CH:84][C:83]=4[O:97][CH3:98])[N:72]=3)=[CH:62][CH:61]=2)[CH:56]=[N:55]1. Reported procedure: Prepared analogously to Compound 3A using diethyl (4-{[4-({6-[1-(3-hydroxypropyl)-5-methyl-1H-pyrazol-4-yl]-2-(methylcarbamoyl)pyridin-3-yl}amino)-5-(trifluoromethyl) pyrimidin-2-yl]amino}-3-methoxybenzyl)phosphonate (Compound 35B, 270 mg, 382 μmol) to afford 278 mg of the title compound (100%). 1H NMR (400 MHz, CD3OD) δ 8.95-9.04 (m, 1H), 8.26 (s, 1H), 7.96-8.01 (m, 1H), 7.71-7.80 (m, 1H), 7.51 (d, J=9.1 Hz, 1H), 7.08 (s, 1H), 6.83-6.90 (m, 1H), 4.25 (t, J=7.1 Hz, 2H), 3.81-3.92 (m, 5H), 3.55-3... Reaction SMILES: [C:2](#[N:3])[CH:4]1[c:5]2[cH:6][cH:7][cH:8][cH:9][c:10]2-[c:11]2[cH:12][cH:13][cH:14][cH:15][c:16]21.[CH3:17][CH2:18][OH:19].[ClH:1]>>[C:2](=[NH:3])([CH:4]1[c:5]2[cH:6][cH:7][cH:8][cH:9][c:10]2-[c:11]2[cH:12][cH:13][cH:14][cH:15][c:16]21)[O:19][CH2:18][CH3:17]. Product: CCOC(=N)C1c2ccccc2-c2ccccc21. Starting materials: N#CC1c2ccccc2-c2ccccc21, CCO, Cl. The reactants are O1CC1COC=1SC(=CN1)C(=O)NCCC#CC(C)C (1,2-epoxy-3-[5-(5-methylhex-3-ynylaminocarbonyl)thiazol-2-yloxy]propane), C(C)(C)N (isopropylamine). The solvent is C(C)O (ethanol). Run at temperature -20 celsius, time 12 hour. The product is C(C)(C)NCC(COC=1SC(=CN1)C(=O)NCCC#CC(C)C)O (1-isopropylamino-3-[5-(5-methylhex-3-ynylaminocarbonyl)thiazol-2-yloxy]-propan-2-ol). RXN SMILES: [O:1]1[CH:3]([CH2:4][O:5][C:6]2[S:7][C:8]([C:11]([NH:13][CH2:14][CH2:15][C:16]#[C:17][CH:18]([CH3:20])[CH3:19])=[O:12])=[CH:9][N:10]=2)[CH2:2]1.[CH:21]([NH2:24])([CH3:23])[CH3:22]>C(O)C>[CH:21]([NH:24][CH2:2][CH:3]([OH:1])[CH2:4][O:5][C:6]1[S:7][C:8]([C:11]([NH:13][CH2:14][CH2:15][C:16]#[C:17][CH:18]([CH3:20])[CH3:19])=[O:12])=[CH:9][N:10]=1)([CH3:23])[CH3:22]. Procedure details: This example illustrates methods for preparing the compounds of the present invention. In this example a mixture containing 12 g. (0.0314 mole) of 1,2-epoxy-3-[5-(5-methylhex-3-ynylaminocarbonyl)thiazol-2-yloxy]propane, 12 g. (0.203 mole) of isopropylamine and 20 ml. of ethanol is allowed to stand at room temperature for 12 hours. The mixture is then evaporated under vacuum to remove the solvent and the resulting residue dissolved in 50 ml. of ethyl acetate and cooled to -20° C, and maintained a... The reactants are II (iodine), C(CCC)[Li] (n-butyl lithium), BrC=1C=C(C=CC1)CCCCOC1=CC=CC=C1Br (6-bromophenyl 4-(3-bromophenyl)butyl ether), S([O-])(O)=O.[Na+] (sodium bisulphite). Solvent: C1CCOC1 (THF), O (water), CCCCCC (hexane), C1CCOC1 (THF). Run at temperature 0 celsius. Product: IC=1C=C(C=CC1)CCCCOCCCCCCBr (6-Bromohexyl 4-(3-iodophenyl)butyl ether). Yield: 70.8%. As a reaction SMILES: C([Li])CCC.Br[C:7]1[CH:8]=[C:9]([CH2:13][CH2:14][CH2:15][CH2:16][O:17][C:18]2[C:23]([Br:24])=[CH:22][CH:21]=[CH:20][CH:19]=2)[CH:10]=[CH:11][CH:12]=1.[I:25]I.S(=O)(O)[O-].[Na+]>CCCCCC.C1COCC1.O>[I:25][C:7]1[CH:8]=[C:9]([CH2:13][CH2:14][CH2:15][CH2:16][O:17][CH2:18][CH2:19][CH2:20][CH2:21][CH2:22][CH2:23][Br:24])[CH:10]=[CH:11][CH:12]=1 |f:3.4|. Procedure details: A solution of n-butyl lithium in hexane (1.6 M; 50 ml) was added to a stirred solution of 6-bromophenyl 4-(3-bromophenyl)butyl ether (21 g) in dry THF (150 ml) at −85° C. under nitrogen. After 15 min a solution of iodine (19.8 g) in THF (100 ml) was added dropwise over 20 min. The solution was then allowed to warm up to 0° C. and aqueous sodium bisulphite was added. The mixture was poured into water and extracted into ether. The combined extracts were dried (Na2SO4) and evaporated. The residue w... The reactants are COC1=C(C=C(C=C1)OC)CCC1=CC=C(N)C=C1 (4-[(2,5-dimethoxyphenyl)ethyl]aniline), C(C)OC=C(C(=O)OCC)C(=O)OCC (diethyl ethoxymethylene-malonate). Yields the product COC1=C(C=C(C=C1)OC)CCC1=CC=C(NC=C(C(=O)OCC)C(=O)OCC)C=C1 (Diethyl {4-[2-(2,5-dimethoxyphenyl)ethyl]anilino}methylene-malonate). RXN SMILES: [CH3:1][O:2][C:3]1[CH:8]=[CH:7][C:6]([O:9][CH3:10])=[CH:5][C:4]=1[CH2:11][CH2:12][C:13]1[CH:19]=[CH:18][C:16]([NH2:17])=[CH:15][CH:14]=1.C(O[CH:23]=[C:24]([C:30]([O:32][CH2:33][CH3:34])=[O:31])[C:25]([O:27][CH2:28][CH3:29])=[O:26])C>>[CH3:1][O:2][C:3]1[CH:8]=[CH:7][C:6]([O:9][CH3:10])=[CH:5][C:4]=1[CH2:11][CH2:12][C:13]1[CH:14]=[CH:15][C:16]([NH:17][CH:23]=[C:24]([C:25]([O:27][CH2:28][CH3:29])=[O:26])[C:30]([O:32][CH2:33][CH3:34])=[O:31])=[CH:18][CH:19]=1. Reported procedure: The mixture of 820 mg of 4-[(2,5-dimethoxyphenyl)ethyl]aniline and 690 mg of diethyl ethoxymethylene-malonate is heated to 95° for 2 hours. On cooling the product crystallises and is used without further purification. Reactants: COC=1C=C(C=O)C=C(C1OC)OC (3,4,5-trimethoxybenzaldehyde), SCCC(=O)O (3-mercaptopropionic acid), C([O-])([O-])=O.[NH4+].[NH4+] (ammonium carbonate). The solvent is C1=CC=CC=C1 (benzene). Conditions: temperature 80 celsius. The product is COC1=CC(=CC(=C1OC)OC)C2NC(=O)CCS2 (2-(3,4,5-trimethoxyphenyl)-1,3-perhydrothiazine-4-one). Yield: 77.0%. Reaction SMILES: [CH3:1][O:2][C:3]1[CH:4]=[C:5]([CH:8]=[C:9]([O:13][CH3:14])[C:10]=1[O:11][CH3:12])[CH:6]=O.[SH:15][CH2:16][CH2:17][C:18]([OH:20])=O.C(=O)([O-])[O-].[NH4+:25].[NH4+]>C1C=CC=CC=1>[CH3:1][O:2][C:3]1[C:10]([O:11][CH3:12])=[C:9]([O:13][CH3:14])[CH:8]=[C:5]([CH:6]2[S:15][CH2:16][CH2:17][C:18](=[O:20])[NH:25]2)[CH:4]=1 |f:2.3.4|. Procedure: A mixture of 19.6 g of 3,4,5-trimethoxybenzaldehyde, 10.6 g of 3-mercaptopropionic acid and 6 g of ammonium carbonate in 250 ml of benzene was refluxed for 5 hours at 80° C. in a flask provided with a Dean-Stark apparatus and the thus distilled water was removed. The crystals which separated out from the reaction mixture after reaction was over and on cooling the reaction mixture, were collected by filtration and recrystallized from benzene to give 21.8 g of colourless aciculates melting at 181°... The reactants are BrC=1N=C(C(=NC1CC)N[C@H]1[C@H](CC2=CC=CC=C12)O)CC ((1R,2S)-1-[(5-bromo-3,6-diethylpyrazin-2-yl)amino]-2,3-dihydro-1H-inden-2-ol), CC=1C(=NC(=CN1)C)N[C@H]1[C@H](CC2=CC=CC=C12)O ((1R,2S)-1-[(3,6-dimethylpyrazin-2-yl)amino]-2,3-dihydro-1H-inden-2-ol). Yields the product BrC=1N=C(C(=NC1C)N[C@H]1[C@H](CC2=CC=CC=C12)O)C ((1R,2S)-1-[(5-bromo-3,6-dimethylpyrazin-2-yl)amino]-2,3-dihydro-1H-inden-2-ol). Reaction SMILES: [Br:1][C:2]1[N:3]=[C:4]([CH2:21]C)[C:5]([NH:10][C@@H:11]2[C:19]3[C:14](=[CH:15][CH:16]=[CH:17][CH:18]=3)[CH2:13][C@@H:12]2[OH:20])=[N:6][C:7]=1[CH2:8]C.CC1C(N[C@@H]2C3C(=CC=CC=3)C[C@@H]2O)=NC(C)=CN=1>>[Br:1][C:2]1[N:3]=[C:4]([CH3:21])[C:5]([NH:10][C@@H:11]2[C:19]3[C:14](=[CH:15][CH:16]=[CH:17][CH:18]=3)[CH2:13][C@@H:12]2[OH:20])=[N:6][C:7]=1[CH3:8]. Procedure details: Following the procedure for the preparation of (1R,2S)-1-[(5-bromo-3,6-diethylpyrazin-2-yl)amino]-2,3-dihydro-1H-inden-2-ol but substituting (1R,2S)-1-[(3,6-dimethylpyrazin-2-yl)amino]-2,3-dihydro-1H-inden-2-ol and making non-critical variations provided the title compound as a oil: 1H NMR (300 MHz, CDCl3) δ) 7.32-7.28, 5.58, 4.92, 4.77, 3.28, 3.07, 2.51, 2.38, 2.28; HRMS (FAB) calcd for C15H16BrN3O+H 334.0555, found 334.0557. Anal. Calcd for C15H16BrN3O: C, 53.91; H, 4.83; N, 12.57. Found: C, 5...